From a dataset of the Open Reaction Database (ORD), a public repository of structured organic reaction records. describe an organic reaction: reactants, conditions, products, and yield Reactants: COC=1C=C(C(=O)N)C=CC1N(C)C (3-methoxy-4-dimethylaminobenzamide), O=P(Cl)(Cl)Cl (POCl3), C(C)(C)N(CC)C(C)C (diisopropylethylamine), ice water, C([O-])([O-])=O.[Na+].[Na+] (sodium carbonate). Run at temperature 105 celsius. Product: COC=1C=C(C#N)C=CC1N(C)C (3-methoxy-4-dimethylaminobenzonitrile). The yield is 90.8%. As a reaction SMILES: [CH3:1][O:2][C:3]1[CH:4]=[C:5]([CH:9]=[CH:10][C:11]=1[N:12]([CH3:14])[CH3:13])[C:6]([NH2:8])=O.O=P(Cl)(Cl)Cl.C(N(C(C)C)CC)(C)C.C(=O)([O-])[O-].[Na+].[Na+]>>[CH3:1][O:2][C:3]1[CH:4]=[C:5]([CH:9]=[CH:10][C:11]=1[N:12]([CH3:13])[CH3:14])[C:6]#[N:8] |f:3.4.5|. Procedure details: A mixture of the above benzamide (0.220 g, 1.25 mmol), POCl3 (1 mL) and diisopropylethylamine (0.5 mL) was heated to 105° C. for 16 hours and then cooled to room temperature. The solution was poured into ice water and neutralized with sodium carbonate, then extracted with EtOAc (2×20 mL). The combined organic extracts were dried over sodium sulfate and concentrated in vacuo. Purification by flash chromatography eluting with hexanes/EtOAc (2:1) afforded 3-methoxy-4-dimethylaminobenzonitrile as an... Starting materials: C(C)(C)(C)C1=CC=C(C=C1)S(=O)(=O)Cl (4-tert-butyl-phenylsulphonyl chloride), N1C(CCC1)=O (2-pyrrolidinone), solution, C(CCC)[Li] (n-butyllithium). The solvent is O1CCCC1 (tetrahydrofuran), CCCCCC (hexane). Run at temperature -20 celsius, time 25 minute. The product is C(C)(C)(C)C1=CC=C(C=C1)S(=O)(=O)N1C(CCC1)=O (1-(4-tert-butyl benzenesulphonyl)-2-pyrrolidinone). Yield: 50.5%. Reaction SMILES: [NH:1]1[CH2:5][CH2:4][CH2:3][C:2]1=[O:6].C([Li])CCC.[C:12]([C:16]1[CH:21]=[CH:20][C:19]([S:22](Cl)(=[O:24])=[O:23])=[CH:18][CH:17]=1)([CH3:15])([CH3:14])[CH3:13]>O1CCCC1.CCCCCC>[C:12]([C:16]1[CH:21]=[CH:20][C:19]([S:22]([N:1]2[CH2:5][CH2:4][CH2:3][C:2]2=[O:6])(=[O:24])=[O:23])=[CH:18][CH:17]=1)([CH3:15])([CH3:13])[CH3:14]. Procedure: 1.65 g of 2-pyrrolidinone in solution in 75 cm3 of tetrahydrofuran is cooled to -5° C., and 12.1 cm3 of a 1.6M solution of n-butyllithium in hexane is added, maintaining the temperature between -5° C. and 0° C. Agitation is carried out for 25 minutes at -5° C.; the mixture is cooled to -20° C. and 4.5 g of 4-tert-butyl-phenylsulphonyl chloride is added [Recueil Trav. Chim. Pays-Bas, 53, 1101 (1934)]. After allowing to return to ambient temperature, the tetrahydrofuran is evaporated off under red... The reactants are C1(=CC=CC=C1)CCCCCl (phenylbutylchloride), COC(C1=CC(=C(C=C1)C#N)O)=O (4-Cyano-3-hydroxybenzoic acid methyl ester), C(=O)([O-])[O-].[Cs+].[Cs+] (Cs2CO3). The solvent is CN(C)C=O (DMF). Conditions: time 18 hour. Yields the product COC(C1=CC(=C(C=C1)C#N)OCCCCC1=CC=CC=C1)=O (4-Cyano-3-(4-phenyl-butoxy)-benzoic acid methyl ester). Reaction SMILES: [CH3:1][O:2][C:3](=[O:13])[C:4]1[CH:9]=[CH:8][C:7]([C:10]#[N:11])=[C:6]([OH:12])[CH:5]=1.[C:14]1([CH2:20][CH2:21][CH2:22][CH2:23]Cl)[CH:19]=[CH:18][CH:17]=[CH:16][CH:15]=1.C([O-])([O-])=O.[Cs+].[Cs+]>CN(C=O)C>[CH3:1][O:2][C:3](=[O:13])[C:4]1[CH:9]=[CH:8][C:7]([C:10]#[N:11])=[C:6]([O:12][CH2:23][CH2:22][CH2:21][CH2:20][C:14]2[CH:19]=[CH:18][CH:17]=[CH:16][CH:15]=2)[CH:5]=1 |f:2.3.4|. Procedure details: 4-Cyano-3-hydroxybenzoic acid methyl ester, Example 34 Step 3 (300 mg, 1.7 mmol) was dissolved in DMF (85 ml) and treated with phenylbutylchloride (287 mg, 1.7 mmol). Cs2CO3 (610 mg, 1.87 mmol) was then added and the reaction mixture stirred at room temp. for 18 hours. The mixture was filtered and washed with DMF (3×10 mL). The solvent was removed in vacuo and the residue was purified by flash chromatography (10% EtOAc/Hexane) to yield desired product. Reactants: Cl.COC(CN)=O (aminoacetic acid methyl ester hydrochloride), Cl.C(C1=CC=CC=C1)OC=1C=CC(=C2C=C(NC12)C(=O)O)C(CN(C(C)(C)C)CC1=CC=CC=C1)=O (7-benzyloxy-4-(N-benzyl-N-tert-butylaminoacetyl)-2-indolecarboxylic acid hydrochloride), C(C)N1CCOCC1 (N-ethylmorpholine), ClC(=O)OCC(C)C (isobutyl chloroformate). Run in CN(C=O)C (dimethylformamide), C(C)N(CC)CC (triethylamine), O1CCCC1 (tetrahydrofuran), O1CCCC1 (tetrahydrofuran), CN(C=O)C (dimethylformamide). Reaction conditions: temperature -10 celsius, time 30 minute. The product is COC(CNC(=O)C=1NC2=C(C=CC(=C2C1)C(CN(C(C)(C)C)CC1=CC=CC=C1)=O)OCC1=CC=CC=C1)=O (N-[7-benzyloxy-4-(N-benzyl-N-tert-butylaminoacetyl)-2-indolylcarbonyl]aminoacetic acid methyl ester). Yield: 56.2%. Reaction SMILES: Cl.[CH2:2]([O:9][C:10]1[CH:11]=[CH:12][C:13]([C:22](=[O:36])[CH2:23][N:24]([CH2:29][C:30]2[CH:35]=[CH:34][CH:33]=[CH:32][CH:31]=2)[C:25]([CH3:28])([CH3:27])[CH3:26])=[C:14]2[C:18]=1[NH:17][C:16]([C:19]([OH:21])=O)=[CH:15]2)[C:3]1[CH:8]=[CH:7][CH:6]=[CH:5][CH:4]=1.C(N1CCOCC1)C.ClC(OCC(C)C)=O.Cl.[CH3:54][O:55][C:56](=[O:59])[CH2:57][NH2:58]>CN(C)C=O.O1CCCC1.C(N(CC)CC)C>[CH3:54][O:55][C:56](=[O:59])[CH2:57][NH:58][C:19]([C:16]1[NH:17][C:18]2[C:14]([CH:15]=1)=[C:13]([C:22](=[O:36])[CH2:23][N:24]([CH2:29][C:30]1[CH:31]=[CH:32][CH:33]=[CH:34][CH:35]=1)[C:25]([CH3:26])([CH3:27])[CH3:28])[CH:12]=[CH:11][C:10]=2[O:9][CH2:2][C:3]1[CH:4]=[CH:5][CH:6]=[CH:7][CH:8]=1)=[O:21] |f:0.1,4.5|. Procedure: 1.00 g of 7-benzyloxy-4-(N-benzyl-N-tert-butylaminoacetyl)-2-indolecarboxylic acid hydrochloride is combined with 4 ml of absolute dimethylformamide and 8 ml of absolute tetrahydrofuran, cooled to -10° C., and combined with 0.52 ml of N-ethylmorpholine and, 5 minutes later, with 0.28 ml of isobutyl chloroformate. The mixture is allowed to stand at -5° C. for 30 minutes, 376 mg of aminoacetic acid methyl ester hydrochloride, 0.39 ml of triethylamine--dissolved in 4 ml of absolute dimethylformamid... Reactants: CC(C)(C)OC(=O)NC1CCCN(c2c(Br)cnc3[nH]cc(NC(=O)c4cccc(C(F)(F)F)c4)c23)C1, Cl, O=C(O)C(F)(F)F. Yields the product NC1CCCN(c2c(Br)cnc3[nH]cc(NC(=O)c4cccc(C(F)(F)F)c4)c23)C1, Cl. Reaction SMILES: [Br:1][c:2]1[c:3]([N:24]2[CH2:25][CH:26]([NH:30][C:31](=[O:32])[O:33][C:34]([CH3:35])([CH3:36])[CH3:37])[CH2:27][CH2:28][CH2:29]2)[c:4]2[c:5]([n:6][cH:7]1)[nH:8][cH:9][c:10]2[NH:11][C:12]([c:13]1[cH:14][c:15]([C:19]([F:20])([F:21])[F:22])[cH:16][cH:17][cH:18]1)=[O:23].[ClH:45].[F:38][C:39]([F:40])([F:41])[C:42]([OH:43])=[O:44]>>[Br:1][c:2]1[c:3]([N:24]2[CH2:25][CH:26]([NH2:30])[CH2:27][CH2:28][CH2:29]2)[c:4]2[c:5]([n:6][cH:7]1)[nH:8][cH:9][c:10]2[NH:11][C:12]([c:13]1[cH:14][c:15]([C:19]([F:20])([F:21])[F:22])[cH:16][cH:17][cH:18]1)=[O:23].[ClH:45]. Starting materials: O=C(O)c1cn(C2CCN(Cc3ccccc3)C2)nn1, CO, Cl, Cl. Yields the product Cl, O=C(O)c1cn(C2CCNC2)nn1. Reaction SMILES: [CH2:2]([c:3]1[cH:4][cH:5][cH:6][cH:7][cH:8]1)[N:9]1[CH2:10][CH:11]([n:14]2[n:15][n:16][c:17]([C:19](=[O:20])[OH:21])[cH:18]2)[CH2:12][CH2:13]1.[CH3:23][OH:24].[ClH:1].[ClH:22]>>[ClH:1].[NH:9]1[CH2:10][CH:11]([n:14]2[n:15][n:16][c:17]([C:19](=[O:20])[OH:21])[cH:18]2)[CH2:12][CH2:13]1. The reactants are NC1=NC2=C(C(=NC1)C1=C(C=CC=C1)F)C=C(C=C2)F (2-amino-7-fluoro-5-(o-fluorophenyl)-3H-1,4-benzodiazepine), C(C#C)(=O)OC (methyl propiolate). Run in CO (methanol). The product is FC=1C=CC2=C(C(=NCC=3N2C=CC(N3)=O)C3=C(C=CC=C3)F)C1 (9-fluoro-7-(o-fluorophenyl)pyrimido[1,2-a][1,4]benzodiazepin-3(5H)-one). Reaction SMILES: [NH2:1][C:2]1[CH2:8][N:7]=[C:6]([C:9]2[CH:14]=[CH:13][CH:12]=[CH:11][C:10]=2[F:15])[C:5]2[CH:16]=[C:17]([F:20])[CH:18]=[CH:19][C:4]=2[N:3]=1.[C:21](OC)(=[O:24])[C:22]#[CH:23]>CO>[F:20][C:17]1[CH:18]=[CH:19][C:4]2[N:3]3[CH:23]=[CH:22][C:21](=[O:24])[N:1]=[C:2]3[CH2:8][N:7]=[C:6]([C:9]3[CH:14]=[CH:13][CH:12]=[CH:11][C:10]=3[F:15])[C:5]=2[CH:16]=1. Procedure details: In the manner given in Example 1, 2-amino-7-fluoro-5-(o-fluorophenyl)-3H-1,4-benzodiazepine, methyl propiolate and methanol were refluxed. The mixture was chromatographed to give 9-fluoro-7-(o-fluorophenyl)pyrimido[1,2-a][1,4]benzodiazepin-3(5H)-one.